From a dataset of the Open Reaction Database (ORD), a public repository of structured organic reaction records. describe an organic reaction: reactants, conditions, products, and yield Starting materials: ClCC1=CC=C(C=C1)C1C(CN(CC1)C(=O)OCC1=CC=CC=C1)OCC=1C=CC2=C(N(CCO2)CCCOC)C1 (benzyl 4-(4-chloromethylphenyl)-3-[4-(3-methoxypropyl)-3,4-dihydro-2H-benzo[1,4]oxazin-6-ylmethoxy]piperidine-1-carboxylate), O1COC2=C1C=CC(=C2)O (benzo[1,3]dioxol-5-ol). Yields the product O1COC2=C1C=CC(=C2)OCC2=CC=C(C=C2)C2C(CN(CC2)C(=O)OCC2=CC=CC=C2)OCC=2C=CC1=C(N(CCO1)CCCOC)C2 (Benzyl 4-[4-(benzo[1,3]dioxol-5-yloxymethyl)phenyl]-3-[4-(3-methoxypropyl)-3,4-dihydro-2H-benzo[1,4]oxazin-6-ylmethoxy]piperidine-1-carboxylate). As a reaction SMILES: Cl[CH2:2][C:3]1[CH:8]=[CH:7][C:6]([CH:9]2[CH2:14][CH2:13][N:12]([C:15]([O:17][CH2:18][C:19]3[CH:24]=[CH:23][CH:22]=[CH:21][CH:20]=3)=[O:16])[CH2:11][CH:10]2[O:25][CH2:26][C:27]2[CH:28]=[CH:29][C:30]3[O:35][CH2:34][CH2:33][N:32]([CH2:36][CH2:37][CH2:38][O:39][CH3:40])[C:31]=3[CH:41]=2)=[CH:5][CH:4]=1.[O:42]1[C:46]2[CH:47]=[CH:48][C:49]([OH:51])=[CH:50][C:45]=2[O:44][CH2:43]1>>[O:42]1[C:46]2[CH:47]=[CH:48][C:49]([O:51][CH2:2][C:3]3[CH:8]=[CH:7][C:6]([CH:9]4[CH2:14][CH2:13][N:12]([C:15]([O:17][CH2:18][C:19]5[CH:24]=[CH:23][CH:22]=[CH:21][CH:20]=5)=[O:16])[CH2:11][CH:10]4[O:25][CH2:26][C:27]4[CH:28]=[CH:29][C:30]5[O:35][CH2:34][CH2:33][N:32]([CH2:36][CH2:37][CH2:38][O:39][CH3:40])[C:31]=5[CH:41]=4)=[CH:5][CH:4]=3)=[CH:50][C:45]=2[O:44][CH2:43]1. Procedure: Analogously to Method I, 0.150 g of benzyl 4-(4-chloromethylphenyl)-3-[4-(3-methoxypropyl)-3,4-dihydro-2H-benzo[1,4]oxazin-6-ylmethoxy]piperidine-1-carboxylate (Example 270b) and 0.0548 g of benzo[1,3]dioxol-5-ol are reacted. The title compound is obtained as a yellowish oil. Rf=0.18 (1:2 EtOAc-heptane); Rt=5.78.